This data is from the Open Reaction Database (ORD), a public repository of structured organic reaction records. The task is: describe an organic reaction: reactants, conditions, products, and yield Procedure details: DL-N-Boc-alanine (5.0 g, 26.4 mmol), di-tert-butylpyrocarbonate (7.9 mL, 34 mmol), and ammonium bicarbonate (2.5 g, 32 mmol) were stirred together in acetonitrile (101 mL). Pyridine (1.3 mL, 16 mmol) was added. The mixture stirred for 12 hours. Water was added and then the acetonitrile was removed in vacuo. The resulting slurry was filtered. The solid was collected, dissolved in methylene chloride and methanol (90:10), dried over sodium sulfate, filtered, and concentrated in vacuo to afford the ... The product is C(C)(C)(C)OC(NC(C)C(N)=O)=O ((1-Carbamoyl-ethyl)-carbamic acid tert-butyl ester). Reactants: N1=CC=CC=C1 (Pyridine), C(=O)(OC(C)(C)C)N[C@@H](C)C(=O)O (N-Boc-alanine), C(C)(C)(C)OC(=O)OC(=O)OC(C)(C)C (di-tert-butylpyrocarbonate), C([O-])(O)=O.[NH4+] (ammonium bicarbonate). Run in C(C)#N (acetonitrile), O (Water). Reaction SMILES: [C:1]([NH:8][C@H:9]([C:11]([OH:13])=O)[CH3:10])([O:3][C:4]([CH3:7])([CH3:6])[CH3:5])=[O:2].C(OC(OC(OC(C)(C)C)=O)=O)(C)(C)C.C(=O)(O)[O-].[NH4+].[N:34]1C=CC=CC=1>C(#N)C.O>[C:4]([O:3][C:1](=[O:2])[NH:8][CH:9]([C:11](=[O:13])[NH2:34])[CH3:10])([CH3:7])([CH3:6])[CH3:5] |f:2.3|. Conditions: time 12 hour. Yield: 89.7%.